The task is: describe an organic reaction: reactants, conditions, products, and yield. This data is from the Open Reaction Database (ORD), a public repository of structured organic reaction records. Starting materials: O=C(Cl)c1ccccc1, CO, ClCCl, Nc1cc([N+](=O)[O-])ccc1F, O=C(Nc1cc([N+](=O)[O-])ccc1F)c1ccccc1, c1ccncc1. Yields the product Nc1ccc(F)c(NC(=O)c2ccccc2)c1. As a reaction SMILES: [C:18]([Cl:19])(=[O:20])[c:21]1[cH:22][cH:23][cH:24][cH:25][cH:26]1.[CH3:49][OH:50].[Cl:46][CH2:47][Cl:48].[F:1][c:2]1[cH:3][cH:4][c:5]([N+:6]([O-:7])=[O:8])[cH:9][c:10]1[NH2:11].[F:27][c:28]1[c:29]([NH:37][C:38]([c:39]2[cH:40][cH:41][cH:42][cH:43][cH:44]2)=[O:45])[cH:30][c:31]([N+:34]([O-:35])=[O:36])[cH:32][cH:33]1.[cH:12]1[cH:13][cH:14][n:15][cH:16][cH:17]1>>[F:27][c:28]1[c:29]([NH:37][C:38]([c:39]2[cH:40][cH:41][cH:42][cH:43][cH:44]2)=[O:45])[cH:30][c:31]([NH2:34])[cH:32][cH:33]1. Reaction SMILES: [CH2:1]([CH:8]([CH2:11][OH:12])[CH2:9][OH:10])[CH2:2][CH2:3][CH2:4][CH2:5][CH2:6][CH3:7].[F:13][C:14]1[C:21]([F:22])=[CH:20][CH:19]=[CH:18][C:15]=1[CH:16]=O.C1(C)C=CC(S(O)(=O)=O)=CC=1.C1C=CC=CC=1>C1(C)C=CC=CC=1>[F:13][C:14]1[C:21]([F:22])=[CH:20][CH:19]=[CH:18][C:15]=1[CH:16]1[O:10][CH2:9][CH:8]([CH2:1][CH2:2][CH2:3][CH2:4][CH2:5][CH2:6][CH3:7])[CH2:11][O:12]1. The solvent is C1(=CC=CC=C1)C (toluene). The reactants are C(CCCCCC)C(CO)CO (2-n-Heptylpropan-1,3-diol), C1=CC=CC=C1 (benzene), FC1=C(C=O)C=CC=C1F (2,3-difluorobenzaldehyde), C1(=CC=C(C=C1)S(=O)(=O)O)C (4-toluenesulphonic acid). Product: FC1=C(C=CC=C1F)C1OCC(CO1)CCCCCCC (2-(2',3'-Difluorophenyl)-5-n-heptyl-1,3-dioxane). Procedure: Quantities: compound from Example 8 (27 g, 0.155 mol), 2,3-difluorobenzaldehyde (21.5 g, 0.15 mol) and 4-toluenesulphonic acid (100 mg). The experimental procedure was as described in Example 11 except using dry benzene instead of dry toluene. The reactants are C=C(c1ccccc1)c1cccc(-c2cccc(Br)c2OCc2ccc(F)cc2)n1, O=C([O-])[O-], CCOC(C)=O, [K+], [K+], C1COCCO1, O, OB(O)c1ccccc1, c1ccc(P(c2ccccc2)(c2ccccc2)[Pd](P(c2ccccc2)(c2ccccc2)c2ccccc2)(P(c2ccccc2)(c2ccccc2)c2ccccc2)P(c2ccccc2)(c2ccccc2)c2ccccc2)cc1. Yields the product C=C(c1ccccc1)c1cccc(-c2cccc(-c3ccccc3)c2OCc2ccc(F)cc2)n1. Reaction SMILES: [Br:7][c:8]1[c:9]([O:28][CH2:29][c:30]2[cH:31][cH:32][c:33]([F:36])[cH:34][cH:35]2)[c:10](-[c:14]2[n:15][c:16]([C:20](=[CH2:21])[c:22]3[cH:23][cH:24][cH:25][cH:26][cH:27]3)[cH:17][cH:18][cH:19]2)[cH:11][cH:12][cH:13]1.[C:1](=[O:2])([O-:3])[O-:4].[CH3:53][CH2:54][O:55][C:56](=[O:57])[CH3:58].[K+:5].[K+:6].[O:47]1[CH2:48][CH2:49][O:50][CH2:51][CH2:52]1.[OH2:46].[OH:37][B:38]([OH:39])[c:40]1[cH:41][cH:42][cH:43][cH:44][cH:45]1.[cH:59]1[cH:60][cH:61][c:62]([P:63]([Pd:64]([P:65]([c:66]2[cH:67][cH:68][cH:69][cH:70][cH:71]2)([c:72]2[cH:73][cH:74][cH:75][cH:76][cH:77]2)[c:78]2[cH:79][cH:80][cH:81][cH:82][cH:83]2)([P:84]([c:85]2[cH:86][cH:87][cH:88][cH:89][cH:90]2)([c:91]2[cH:92][cH:93][cH:94][cH:95][cH:96]2)[c:97]2[cH:98][cH:99][cH:100][cH:101][cH:102]2)[P:103]([c:104]2[cH:105][cH:106][cH:107][cH:108][cH:109]2)([c:110]2[cH:111][cH:112][cH:113][cH:114][cH:115]2)[c:116]2[cH:117][cH:118][cH:119][cH:120][cH:121]2)([c:122]2[cH:123][cH:124][cH:125][cH:126][cH:127]2)[c:128]2[cH:129][cH:130][cH:131][cH:132][cH:133]2)[cH:134][cH:135]1>>[c:8]1(-[c:40]2[cH:41][cH:42][cH:43][cH:44][cH:45]2)[c:9]([O:28][CH2:29][c:30]2[cH:31][cH:32][c:33]([F:36])[cH:34][cH:35]2)[c:10](-[c:14]2[n:15][c:16]([C:20](=[CH2:21])[c:22]3[cH:23][cH:24][cH:25][cH:26][cH:27]3)[cH:17][cH:18][cH:19]2)[cH:11][cH:12][cH:13]1. Reactants: C1(=CC=CC=C1)P(=O)(C1=CC=CC=C1)Cl (diphenylphosphinic acid chloride), TEA, Cl.Cl.N1CCC(CC1)CCCCNC(C=CC=1C=NC=CC1)=O (N-[4-(piperidin-4-yl)-butyl]-3-(pyridin-3-yl)-acrylamide dihydrochloride), C1(=C(C(=C(C(=C1F)F)F)N)F)N.Cl.Cl (dihydrochloride). The solvent is C1CCOC1 (THF), C1CCOC1 (THF). Run at time 4 day. The product is C1(=CC=CC=C1)P(=O)(N1CCC(CC1)CCCCNC(C=CC=1C=NC=CC1)=O)C1=CC=CC=C1 (N-[4-(1-diphenylphosphinyl-piperidin-4-yl)-butyl]-3-(pyridin-3-yl)-acrylamide). As a reaction SMILES: [C:1]1([P:7](Cl)([C:9]2[CH:14]=[CH:13][CH:12]=[CH:11][CH:10]=2)=[O:8])[CH:6]=[CH:5][CH:4]=[CH:3][CH:2]=1.Cl.Cl.[NH:18]1[CH2:23][CH2:22][CH:21]([CH2:24][CH2:25][CH2:26][CH2:27][NH:28][C:29](=[O:38])[CH:30]=[CH:31][C:32]2[CH:33]=[N:34][CH:35]=[CH:36][CH:37]=2)[CH2:20][CH2:19]1.C1(N)C(F)=C(F)C(F)=C(N)C=1F.Cl.Cl>C1COCC1>[C:1]1([P:7]([C:9]2[CH:14]=[CH:13][CH:12]=[CH:11][CH:10]=2)([N:18]2[CH2:23][CH2:22][CH:21]([CH2:24][CH2:25][CH2:26][CH2:27][NH:28][C:29](=[O:38])[CH:30]=[CH:31][C:32]3[CH:33]=[N:34][CH:35]=[CH:36][CH:37]=3)[CH2:20][CH2:19]2)=[O:8])[CH:6]=[CH:5][CH:4]=[CH:3][CH:2]=1 |f:1.2.3,4.5.6|. Reported procedure: 1.06 ml (5.55 mmol) diphenylphosphinic acid chloride are dissolved in 20 ml abs. THF and cooled to ca. 0° C. under moisture exclusion. 2.0 g (5.55 mmol) N-[4-(piperidin-4-yl)-butyl]-3-(pyridin-3-yl)-acrylamide dihydrochloride (substance 14 as a dihydrochloride) and 2.3 ml (16.6 mmol) TEA are suspended in 90 ml abs. THF and added dropwise under ice cooling. The mixture is stirred for four days at RT without further cooling. Subsequently the solvent is removed under vacuum and the residue is taken... The reactants are BrC1=C2C=CC(=NC2=CC=C1)Cl (5-bromo-2-chloroquinoline), CC1=CC=C(O1)CN (5-methyl-2-furanmethanamine), C(=C)C1=NC=CC=C1 (2-vinylpyridine). The product is CC1=CC=C(O1)CNC1=NC2=CC=CC(=C2C=C1)\C=C\C1=NC=CC=C1 ((5-Methyl-furan-2-ylmethyl)-[5-((E)-2-pyridin-2-yl-vinyl)-quinolin-2-yl]-amine). Reaction SMILES: Br[C:2]1[CH:11]=[CH:10][CH:9]=[C:8]2[C:3]=1[CH:4]=[CH:5][C:6](Cl)=[N:7]2.[CH3:13][C:14]1[O:18][C:17]([CH2:19][NH2:20])=[CH:16][CH:15]=1.[CH:21]([C:23]1[CH:28]=[CH:27][CH:26]=[CH:25][N:24]=1)=[CH2:22]>>[CH3:13][C:14]1[O:18][C:17]([CH2:19][NH:20][C:6]2[CH:5]=[CH:4][C:3]3[C:8](=[CH:9][CH:10]=[CH:11][C:2]=3/[CH:22]=[CH:21]/[C:23]3[CH:28]=[CH:27][CH:26]=[CH:25][N:24]=3)[N:7]=2)=[CH:16][CH:15]=1. Reported procedure: The title compound, MS: m/e=342.1 (M+H+), was prepared in accordance with the general method of example 2 from 5-bromo-2-chloroquinoline, 5-methyl-2-furanmethanamine and 2-vinylpyridine. Starting materials: C[C@@H]1C(N(C(CN1C)C1=CC=CC=C1)CC(=O)OC)=O (Methyl [(3R)-3,4-dimethyl-2-oxo-6-phenylpiperazin-1-yl]acetate), [Li+].[OH-] (LiOH), Cl (HCl). The solvent is C1CCOC1 (THF). Reaction conditions: time 4 hour. Product: C[C@@H]1C(N(C(CN1C)C1=CC=CC=C1)CC(=O)[O-])=O.[Li+] (Lithium [(3R)-3,4-dimethyl-2-oxo-6-phenylpiperazin-1-yl]acetate). As a reaction SMILES: [CH3:1][C@H:2]1[N:7]([CH3:8])[CH2:6][CH:5]([C:9]2[CH:14]=[CH:13][CH:12]=[CH:11][CH:10]=2)[N:4]([CH2:15][C:16]([O:18]C)=[O:17])[C:3]1=[O:20].[Li+:21].[OH-].Cl>C1COCC1>[CH3:1][C@H:2]1[N:7]([CH3:8])[CH2:6][CH:5]([C:9]2[CH:14]=[CH:13][CH:12]=[CH:11][CH:10]=2)[N:4]([CH2:15][C:16]([O-:18])=[O:17])[C:3]1=[O:20].[Li+:21] |f:1.2,5.6|. Reported procedure: A solution of methyl [(3R)-3,4-dimethyl-2-oxo-6-phenylpiperazin-1-yl]acetate from Step B (50 mg, 0.18 mmol) in THF (1 mL) was added 1 N aqueous LiOH (0.20 mL, 0.20 mmol) and the resulting mixture was stirred at ambient temperature for 4 h. The mixture was adjusted to pH 6 by addition of 1 N HCl and concentrated to dryness in vacuo to give the title compound. MS: m/z=263 (M+1). Starting materials: C(C(COCC(CO)O)O)O (diglycerol), C(CCCCCCCCCCCCCCCCCCCCCCCCCCC)(=O)O (montanic acid), [Sn] (tin). Run at temperature 100 celsius. Product: C(CCCCCCCCCCCCCCCCCCCCCCCCCCC)(=O)O.OCC(O)CO.OCC(O)CO (Diglycerol sesquimontanate). As a reaction SMILES: C(O)C(O)C[O:4][CH2:5][CH:6]([OH:9])[CH2:7][OH:8].[C:12]([OH:41])(=[O:40])[CH2:13][CH2:14][CH2:15][CH2:16][CH2:17][CH2:18][CH2:19][CH2:20][CH2:21][CH2:22][CH2:23][CH2:24][CH2:25][CH2:26][CH2:27][CH2:28][CH2:29][CH2:30][CH2:31][CH2:32][CH2:33][CH2:34][CH2:35][CH2:36][CH2:37][CH2:38][CH3:39].[Sn]>>[C:12]([OH:41])(=[O:40])[CH2:13][CH2:14][CH2:15][CH2:16][CH2:17][CH2:18][CH2:19][CH2:20][CH2:21][CH2:22][CH2:23][CH2:24][CH2:25][CH2:26][CH2:27][CH2:28][CH2:29][CH2:30][CH2:31][CH2:32][CH2:33][CH2:34][CH2:35][CH2:36][CH2:37][CH2:38][CH3:39].[OH:4][CH2:5][CH:6]([CH2:7][OH:8])[OH:9].[OH:4][CH2:5][CH:6]([CH2:7][OH:8])[OH:9] |f:3.4.5,^3:41|. Procedure: 112 g diglycerol (0.67 mole), 400 g montanic acid (1.0 mole) and 0.4 g tin powder were heated to 200° C. as in Example 1 with application of a gentle vacuum. The vacuum was increased to 24 mbar over a period of 3.4 h. The product had an acid value of approximately 1. A brown colored hard wax having a dropping point of 81° C. was obtained after cooling to 100° C., bleaching and filtering.